Dataset: the Open Reaction Database (ORD), a public repository of structured organic reaction records. Task: describe an organic reaction: reactants, conditions, products, and yield The reactants are C(C)#N (acetonitrile), O=C1C(=CC(=C2N1N=CC1=CC=CC=C21)C(=O)N2CCOCC2)C2=CC=CC=C2 (4-[(4-oxo-3-phenyl-4H-pyrido[2,1-a]phthalazine-1-yl)carbonyl]morpholine), Cl (hydrochloric acid). The solvent is CO (methanol). The product is O=C1C(=CC(=C2N1NCC1=CC=CC=C21)C(=O)N2CCOCC2)C2=CC=CC=C2 (4-[(6,7-dihydro-4-oxo-3-phenyl-4H-pyrido[2,1-a]phthalazin-1-yl)carbonyl]morpholine). RXN SMILES: [O:1]=[C:2]1[N:7]2[N:8]=[CH:9][C:10]3[C:15]([C:6]2=[C:5]([C:16]([N:18]2[CH2:23][CH2:22][O:21][CH2:20][CH2:19]2)=[O:17])[CH:4]=[C:3]1[C:24]1[CH:29]=[CH:28][CH:27]=[CH:26][CH:25]=1)=[CH:14][CH:13]=[CH:12][CH:11]=3.Cl.C(#N)C>CO>[O:1]=[C:2]1[N:7]2[NH:8][CH2:9][C:10]3[C:15]([C:6]2=[C:5]([C:16]([N:18]2[CH2:19][CH2:20][O:21][CH2:22][CH2:23]2)=[O:17])[CH:4]=[C:3]1[C:24]1[CH:29]=[CH:28][CH:27]=[CH:26][CH:25]=1)=[CH:14][CH:13]=[CH:12][CH:11]=3. Procedure: from 4-[(4-oxo-3-phenyl-4H-pyrido[2,1-a]phthalazine-1-yl)carbonyl]morpholine in methanol/glacial acetic acid (10:1), but without the addition of saturated methanolic hydrochloric acid, there is obtained 4-[(6,7-dihydro-4-oxo-3-phenyl-4H-pyrido[2,1-a]phthalazin-1-yl)carbonyl]morpholine of m.p. 254°-257° (acetonitrile); Starting materials: C1=CC=C(C=C1)P(C2=CC=CC=C2)C3=CC=CC=C3 (PPh3), N1CCC2=CC=CC=C12 (indoline), FC(C(=O)O)(F)F (trifluoroacetic acid), N-Boc, Cl.Cl.COC1=CC(=C(C=C1)C=1C=C2[C@H]3[C@H](CN4C2=C(C1)CCC4)CNC3)C(F)(F)F ((±)-trans-2-[4-methoxy-2-(trifluoromethyl)phenyl]-5,6,8,8a,9,10,11,11a-octahydro-4H-pyrido[3,2,1-ij]pyrrolo[3,4-c]quinoline, bis-hydrochloride salt), Ba(OH)2-8 H2O, ClC1=C(C=CC(=C1)Cl)B(O)O (2,4-dichlorophenyl boronic acid), biaryl. Reagents/catalysts: Cl[Pd]([P](C1=CC=CC=C1)(C2=CC=CC=C2)C3=CC=CC=C3)([P](C4=CC=CC=C4)(C5=CC=CC=C5)C6=CC=CC=C6)Cl (Pd(PPh3)2Cl2). Solvent: C(Cl)Cl (CH2Cl2), COCCOC (DME), O (water). Product: ClC1=C(C=CC(=C1)Cl)C=1C=C2[C@H]3[C@H](CN4C2=C(C1)CCC4)CNC3 ((±)-trans 2-(2,4-dichlorophenyl)-5,6,8,8a,9,10,11,11a-octahydro-4H-pyrido[3,2,1-ij]pyrrolo[3,4-c]quinoline), semi-solid. The yield is 76.0%. RXN SMILES: Cl.Cl.COC1C=CC([C:11]2[CH:12]=[C:13]3[C:18]4=[C:19]([CH2:21][CH2:22][CH2:23][N:17]4[CH2:16][C@@H:15]4[CH2:24][NH:25][CH2:26][C@@H:14]34)[CH:20]=2)=C(C(F)(F)F)C=1.[Cl:31][C:32]1[CH:37]=[C:36]([Cl:38])[CH:35]=[CH:34][C:33]=1B(O)O.C1C=CC(P(C2C=CC=CC=2)C2C=CC=CC=2)=CC=1.N1C2C(=CC=CC=2)CC1.FC(F)(F)C(O)=O>COCCOC.O.Cl[Pd](Cl)([P](C1C=CC=CC=1)(C1C=CC=CC=1)C1C=CC=CC=1)[P](C1C=CC=CC=1)(C1C=CC=CC=1)C1C=CC=CC=1.C(Cl)Cl>[Cl:31][C:32]1[CH:37]=[C:36]([Cl:38])[CH:35]=[CH:34][C:33]=1[C:11]1[CH:12]=[C:13]2[C:18]3=[C:19]([CH2:21][CH2:22][CH2:23][N:17]3[CH2:16][C@@H:15]3[CH2:24][NH:25][CH2:26][C@@H:14]23)[CH:20]=1 |f:0.1.2,^1:86,105|. Procedure details: A solution of (±)-trans tert-butyl 2-bromo-5,6,8a,9,11,11a-hexahydro-4H-pyrido[3,2,1-ij]pyrrolo[3,4-c]quinoline-10(8H)-carboxylate from EXAMPLE 7, Part A (55 mg, 0.139 mmol), Ba(OH)2-8 H2O (70 mg, 0.222 mmol), and 2,4-dichlorophenyl boronic acid (35 mg, 0.181 mmol) in DME (3 mL) and water (2 mL) were degassed with argon at near reflux temperature. The solution was cooled to rt, and a mixture of solid PPh3 (5.5 mg, 20.9 mmol) and Pd(PPh3)2Cl2 (5 mg, 6.95 μmol) was added in a single portion. The s...